This data is from the Open Reaction Database (ORD), a public repository of structured organic reaction records. The task is: describe an organic reaction: reactants, conditions, products, and yield Starting materials: solid, BrC1=CC(=CC=2C=C3N(C12)CCCNC3=O)C#N (7-bromo-1-oxo-2,3,4,5-tetrahydro-[1,4]diazepino[1,2-a]indole-9-carbonitrile), BrC1=CC(=CC=2C=C3N(C12)CCCNC3=O)C#N (7-bromo-1-oxo-2,3,4,5-tetrahydro-[1,4]diazepino[1,2-a]indole-9-carbonitrile), FC=1C=C(C=CC1C)B(O)O (3-fluoro-4-methyl-phenylboronic acid). Product: FC=1C=C(C=CC1C)C1=CC(=CC=2C=C3N(C12)CCCNC3=O)C#N (7-(3-Fluoro-4-methylphenyl)-1-oxo-2,3,4,5-tetrahydro-[1,4]diazepino[1,2-a]indole-9-carbonitrile). RXN SMILES: Br[C:2]1[C:10]2[N:9]3[CH2:11][CH2:12][CH2:13][NH:14][C:15](=[O:16])[C:8]3=[CH:7][C:6]=2[CH:5]=[C:4]([C:17]#[N:18])[CH:3]=1.[F:19][C:20]1[CH:21]=[C:22](B(O)O)[CH:23]=[CH:24][C:25]=1[CH3:26]>>[F:19][C:20]1[CH:21]=[C:22]([C:2]2[C:10]3[N:9]4[CH2:11][CH2:12][CH2:13][NH:14][C:15](=[O:16])[C:8]4=[CH:7][C:6]=3[CH:5]=[C:4]([C:17]#[N:18])[CH:3]=2)[CH:23]=[CH:24][C:25]=1[CH3:26]. Reported procedure: The title compound, light grey solid (75 mg, 90%), MS (ISP) m/z=334.5 [(M+H)+], mp 250.5° C., was prepared in accordance with the general method of example 1 from 7-bromo-1-oxo-2,3,4,5-tetrahydro-[1,4]diazepino[1,2-a]indole-9-carbonitrile (intermediate 20) (76.0 mg, 0.25 mmol) and commercially available 3-fluoro-4-methyl-phenylboronic acid (50.0 mg, 0.325 mmol). Reactants: COC=1C=C(C=2C=CN=CC2C1)N (7-methoxyisoquinolin-5-amine), FC(C1=CC=C(CN=C=O)C=C1)(F)F ([4-(trifluoromethyl)benzyl]isocyanate). Product: COC1=CC(=C2C=CN=CC2=C1)NC(=O)NCC1=CC=C(C=C1)C(F)(F)F (N-(7-Methoxyisoquinolin-5-yl)-N-′-[4-(trifluoromethyl)benzyl]urea). Reaction SMILES: [CH3:1][O:2][C:3]1[CH:4]=[C:5]([NH2:13])[C:6]2[CH:7]=[CH:8][N:9]=[CH:10][C:11]=2[CH:12]=1.[F:14][C:15]([F:27])([F:26])[C:16]1[CH:25]=[CH:24][C:19]([CH2:20][N:21]=[C:22]=[O:23])=[CH:18][CH:17]=1>>[CH3:1][O:2][C:3]1[CH:12]=[C:11]2[C:6]([CH:7]=[CH:8][N:9]=[CH:10]2)=[C:5]([NH:13][C:22]([NH:21][CH2:20][C:19]2[CH:18]=[CH:17][C:16]([C:15]([F:14])([F:27])[F:26])=[CH:25][CH:24]=2)=[O:23])[CH:4]=1. Procedure details: Prepared from 7-methoxyisoquinolin-5-amine (Description 82) and [4-(trifluoromethyl)benzyl]isocyanate (Description 58) according to Description 61. m/z (ES+) 376 (M+H)+. Starting materials: C(C1=CC=CC=C1)OC1=CC=C(C=C1)OCCBr (1-benzyloxy-4-(2-bromoethoxy)benzene), N1N=CN=C1 (1H-1,2,4-triazole). Product: N1(N=CN=C1)CCOC1=CC=C(C=C1)O (4-[2-(1H-1,2,4-triazol-1-yl)ethoxy]phenol). As a reaction SMILES: [CH2:1]([O:8][C:9]1[CH:14]=[CH:13][C:12]([O:15]CCBr)=[CH:11][CH:10]=1)[C:2]1C=CC=CC=1.[NH:19]1[CH:23]=[N:22][CH:21]=[N:20]1>>[N:19]1([CH2:2][CH2:1][O:8][C:9]2[CH:14]=[CH:13][C:12]([OH:15])=[CH:11][CH:10]=2)[CH:23]=[N:22][CH:21]=[N:20]1. Procedure details: In a manner analogous to that described in Example 1(b), from 1-benzyloxy-4-(2-bromoethoxy)benzene and 1H-1,2,4-triazole, 4-[2-(1H-1,2,4-triazol-1-yl)ethoxy]phenol was obtained. Reactants: C1(CCCCC1)OCC1=CC(NC(=N1)SC)=O (6-cyclohexyloxymethyl-2-methylsulfanyl-3H-pyrimidin-4-one), S(=O)(Cl)Cl (thionyl chloride). Solvent: ClCCl (dichloromethane), CN(C=O)C (dimethylformamide). Yields the product ClC1=NC(=NC(=C1)COC1CCCCC1)SC (4-chloro-6-cyclohexyloxymethyl-2-methylsulfanylpyrimidine). Reaction SMILES: [CH:1]1([O:7][CH2:8][C:9]2[N:14]=[C:13]([S:15][CH3:16])[NH:12][C:11](=O)[CH:10]=2)[CH2:6][CH2:5][CH2:4][CH2:3][CH2:2]1.S(Cl)([Cl:20])=O>ClCCl.CN(C)C=O>[Cl:20][C:11]1[CH:10]=[C:9]([CH2:8][O:7][CH:1]2[CH2:6][CH2:5][CH2:4][CH2:3][CH2:2]2)[N:14]=[C:13]([S:15][CH3:16])[N:12]=1. Reported procedure: To a mixture of 6-cyclohexyloxymethyl-2-methylsulfanyl-3H-pyrimidin-4-one (20 mg) in dichloromethane (2 mL) and dimethylformamide (catalytic amount) was added thionyl chloride (47 mg). The mixture was heated at reflux for 1.5 h. The solvent was removed under vacuum to give 4-chloro-6-cyclohexyloxymethyl-2-methylsulfanylpyrimidine, which was used in the next reaction without further purification. Starting materials: CC(CNC(=O)C(N)C(C)C)Oc1ccc(C#N)cc1, ClCCl, CN1CCCCC1, O=C(Cl)Oc1ccccc1, Cl. Yields the product CC(CNC(=O)C(NC(=O)Oc1ccccc1)C(C)C)Oc1ccc(C#N)cc1. RXN SMILES: [C:9](#[N:10])[c:11]1[cH:12][cH:13][c:14]([O:15][CH:16]([CH2:17][NH:18][C:19]([CH:20]([NH2:21])[CH:22]([CH3:23])[CH3:24])=[O:25])[CH3:26])[cH:27][cH:28]1.[CH2:39]([Cl:40])[Cl:41].[CH3:1][N:2]1[CH2:3][CH2:4][CH2:5][CH2:6][CH2:7]1.[Cl:29][C:30](=[O:31])[O:32][c:33]1[cH:34][cH:35][cH:36][cH:37][cH:38]1.[ClH:8]>>[C:9](#[N:10])[c:11]1[cH:12][cH:13][c:14]([O:15][CH:16]([CH2:17][NH:18][C:19]([CH:20]([NH:21][C:30](=[O:31])[O:32][c:33]2[cH:34][cH:35][cH:36][cH:37][cH:38]2)[CH:22]([CH3:23])[CH3:24])=[O:25])[CH3:26])[cH:27][cH:28]1. Reactants: COC=1C=C2C=C(C(=C(C2=CC1)OC1=CC=C(C=C1)/C=C/C(=O)OCC)C1=CC=CC=C1)CCCCC (Ethyl (2E)-3-(4-{[6-(methyloxy)-3-pentyl-2-phenyl-1-naphthalenyl]oxy}phenyl)-2-propenoate), [OH-].[Na+] (NaOH). Run in CCO (EtOH), C1CCOC1 (THF). Product: COC=1C=C2C=C(C(=C(C2=CC1)OC1=CC=C(C=C1)/C=C/C(=O)O)C1=CC=CC=C1)CCCCC ((2E)-3-(4-{[6-(Methyloxy)-3-pentyl-2-phenyl-1-naphthalenyl]oxy}phenyl)-2-propenoic acid). Yield: 92.8%. Reaction SMILES: [CH3:1][O:2][C:3]1[CH:4]=[C:5]2[C:10](=[CH:11][CH:12]=1)[C:9]([O:13][C:14]1[CH:19]=[CH:18][C:17](/[CH:20]=[CH:21]/[C:22]([O:24]CC)=[O:23])=[CH:16][CH:15]=1)=[C:8]([C:27]1[CH:32]=[CH:31][CH:30]=[CH:29][CH:28]=1)[C:7]([CH2:33][CH2:34][CH2:35][CH2:36][CH3:37])=[CH:6]2.[OH-].[Na+]>C1COCC1.CCO>[CH3:1][O:2][C:3]1[CH:4]=[C:5]2[C:10](=[CH:11][CH:12]=1)[C:9]([O:13][C:14]1[CH:15]=[CH:16][C:17](/[CH:20]=[CH:21]/[C:22]([OH:24])=[O:23])=[CH:18][CH:19]=1)=[C:8]([C:27]1[CH:32]=[CH:31][CH:30]=[CH:29][CH:28]=1)[C:7]([CH2:33][CH2:34][CH2:35][CH2:36][CH3:37])=[CH:6]2 |f:1.2|. Procedure details: Ethyl ester (115) (0.48 g, 0.97 mmol) was saponified with 1 N NaOH in THF and EtOH to give 0.42 g (93%) of the title compound (116) as a white solid. 1H NMR (400 MHz, CDCl3): δ 0.78 (t, J=6.8 Hz, 3H), 1.10-1.25 (m, 4H), 1.40-1.55 (m, 2H), 2.53 (t, J=7.8 Hz, 2H), 3.93 (s, 3H), 6.22 (d, J=16.0 Hz, 1H), 6.58 (d, J=8.8 Hz, 2H), 7.04 (dd, J1=9.1 Hz, J2=2.4 Hz, 1H), 7.08-7.14 (m, 2H), 7.16 (d, J=2.4 Hz, 1H), 7.19-7.30 (m, 5H), 7.58 (s, 1H), 7.62 (d, J=15.9 Hz, 1H), 7.69 (d, J=9.2 Hz, 1H). LCMS (ESI): ...